From a dataset of the Open Reaction Database (ORD), a public repository of structured organic reaction records. describe an organic reaction: reactants, conditions, products, and yield Starting materials: NC1=NC(=CC=C1)C (2-amino-6-methylpyridine), ClCC(CC(=O)OCC)=O (ethyl 4-chloro-acetoacetate), polyphosphoric acid. Run at temperature 125 celsius, time 5.5 hour. Yields the product ClCC=1N=C2N(C(C1)=O)C(=CC=C2)C (2-(chloromethyl)-6-methyl-4H-pyrido-[1,2-a]pyrimidin-4-one). Reaction SMILES: [NH2:1][C:2]1[CH:7]=[CH:6][CH:5]=[C:4]([CH3:8])[N:3]=1.[Cl:9][CH2:10][C:11](=O)[CH2:12][C:13](OCC)=[O:14]>>[Cl:9][CH2:10][C:11]1[N:1]=[C:2]2[CH:7]=[CH:6][CH:5]=[C:4]([CH3:8])[N:3]2[C:13](=[O:14])[CH:12]=1. Reported procedure: A mixture of 2-amino-6-methylpyridine (10.00 g, 92.47 mmol), ethyl 4-chloro-acetoacetate (16.24 mL, 120.2 mmol), and polyphosphoric acid (50.00 g) was stirred at 125° C. After 5.5 h, the mixture was removed from the heat. To the cooled mixture was added ice-water (200 mL) and neutralized with 2 N NaOH (400 mL) to pH 6-7. The resulting precipitate was collected by filtration, washed with water (˜400 mL), and dried to give 2-(chloromethyl)-6-methyl-4H-pyrido-[1,2-a]pyrimidin-4-one as a dark brown ...